From a dataset of the Open Reaction Database (ORD), a public repository of structured organic reaction records. describe an organic reaction: reactants, conditions, products, and yield The reactants are C[Si](C)(C)[N-][Si](C)(C)C, [Li+], C1CCOC1, CC1OC(=O)C2C3OC(C4CCCCC43)C12. Yields the product CC1OC(=O)C2=CC3CCCCC3C(O)C21. As a reaction SMILES: [CH3:22][Si:23]([N-:24][Si:25]([CH3:26])([CH3:27])[CH3:28])([CH3:29])[CH3:30].[Li+:31].[O:17]1[CH2:18][CH2:19][CH2:20][CH2:21]1.[O:1]1[CH:2]2[CH:3]3[CH2:4][CH2:5][CH2:6][CH2:7][CH:8]3[CH:9]1[CH:10]1[C:11](=[O:16])[O:12][CH:13]([CH3:15])[CH:14]21>>[OH:1][CH:2]1[CH:3]2[CH2:4][CH2:5][CH2:6][CH2:7][CH:8]2[CH:9]=[C:10]2[C:11](=[O:16])[O:12][CH:13]([CH3:15])[CH:14]12. Reaction conditions: time 10 minute. Yield: 101.5%. Reaction SMILES: [Br:1][C:2]1[CH:11]=[C:10]2[C:5]([CH:6]=[C:7](O)[C:8]([C:12]([OH:14])=[O:13])=[CH:9]2)=[CH:4][CH:3]=1.[C:16](=O)([O-])[O-].[K+].[K+].COS([O:27][CH3:28])(=O)=O>CC(C)=O>[CH3:16][O:14][C:12]([C:8]1[C:7]([O:27][CH3:28])=[CH:6][C:5]2[C:10](=[CH:11][C:2]([Br:1])=[CH:3][CH:4]=2)[CH:9]=1)=[O:13] |f:1.2.3|. Procedure: A mixture of 7-bromo-3-hydroxy-naphthalene-2-carboxylic acid (J. Med. Chem. 1990, 33(1), 171) (5.3 g, 19.85 mmol), potassium carbonate (13.7 g, 99.25 mmol) and dimethylsulfate (3.8 mL, 45.66 mmol) in acetone (50 mL) was heated at reflux for 3.5 hours. The reaction mixture was then filtered; the filtrate was treated with water (5 mL) and the resulting mixture was stirred for 10 minutes. The reaction mixture was concentrated under reduced pressure; the residue was dissolved in dichloromethane, dri... The product is COC(=O)C1=CC2=CC(=CC=C2C=C1OC)Br (7-bromo-3-methoxy-naphthalene-2-carboxylic acid methyl ester). Reactants: BrC1=CC=C2C=C(C(=CC2=C1)C(=O)O)O (7-bromo-3-hydroxy-naphthalene-2-carboxylic acid), C([O-])([O-])=O.[K+].[K+] (potassium carbonate), COS(=O)(=O)OC (dimethylsulfate). Solvent: CC(=O)C (acetone). Reactants: C(=O)(OC(C)(C)C)NC1=C(C=C(C=C1)B(O)O)F (N-Boc 4-amino-3-fluorophenylboronic acid), C([O-])([O-])=O.[Na+].[Na+] (sodium carbonate), FC(S(=O)(=O)OC1=C(C(=C(C=C1)C#N)F)F)(F)F (4-cyano-2,3-difluorophenyl trifluoromethanesulfonate). The reagents and catalysts are C=1C=CC(=CC1)[P](C=2C=CC=CC2)(C=3C=CC=CC3)[Pd]([P](C=4C=CC=CC4)(C=5C=CC=CC5)C=6C=CC=CC6)([P](C=7C=CC=CC7)(C=8C=CC=CC8)C=9C=CC=CC9)[P](C=1C=CC=CC1)(C=1C=CC=CC1)C=1C=CC=CC1 (tetrakistriphenylphosphinepalladium). The solvent is O (water), O1CCOCC1 (dioxane), C(C)(=O)OCC (ethyl acetate). Run at temperature 90 celsius. The product is C(C)(C)(C)OC(NC1=C(C=C(C=C1)C1=C(C(=C(C=C1)C#N)F)F)F)=O (tert-butyl(4′-cyano-3,2′,3′-trifluorobiphenyl-4-yl)carbamate). The yield is 92.9%. As a reaction SMILES: FC(F)(F)S(O[C:7]1[CH:12]=[CH:11][C:10]([C:13]#[N:14])=[C:9]([F:15])[C:8]=1[F:16])(=O)=O.[C:19]([NH:26][C:27]1[CH:32]=[CH:31][C:30](B(O)O)=[CH:29][C:28]=1[F:36])([O:21][C:22]([CH3:25])([CH3:24])[CH3:23])=[O:20].C(=O)([O-])[O-].[Na+].[Na+]>O1CCOCC1.O.C(OCC)(=O)C.C1C=CC([P]([Pd]([P](C2C=CC=CC=2)(C2C=CC=CC=2)C2C=CC=CC=2)([P](C2C=CC=CC=2)(C2C=CC=CC=2)C2C=CC=CC=2)[P](C2C=CC=CC=2)(C2C=CC=CC=2)C2C=CC=CC=2)(C2C=CC=CC=2)C2C=CC=CC=2)=CC=1>[C:22]([O:21][C:19](=[O:20])[NH:26][C:27]1[CH:32]=[CH:31][C:30]([C:7]2[CH:12]=[CH:11][C:10]([C:13]#[N:14])=[C:9]([F:15])[C:8]=2[F:16])=[CH:29][C:28]=1[F:36])([CH3:25])([CH3:23])[CH3:24] |f:2.3.4,^1:59,61,80,99|. Reported procedure: A solution of 7 g of 4-cyano-2,3-difluorophenyl trifluoromethanesulfonate in 400 mL of dioxane is admixed at ambient temperature with 8.67 g of N-Boc 4-amino-3-fluorophenylboronic acid, 7.235 g of sodium carbonate in solution in 100 mL of distilled water, and then 3.38 g of tetrakistriphenylphosphinepalladium. The reaction mixture is heated at 90° C. for 3 h and then concentrated to dryness under reduced pressure. The solid obtained is taken up in ethyl acetate; this organic phase is washed a nu... The reactants are CC(CO[C@H]1[C@@H](CN(C1)C1CCOCC1)NC(CNC(C1=CC(=CC=C1)C(F)(F)F)=O)=O)=C (rel-N-(2-{[(3R,4R)-4-[(2-methylprop-2-en-1-yl)oxy]-1-(tetrahydro-2H-pyran-4-yl)pyrrolidin-3-yl]amino}-2-oxoethyl)-3-(trifluoromethyl)benzamide). Run in CO (methanol). Yields the product C(C(C)C)O[C@H]1[C@@H](CN(C1)C1CCOCC1)NC(CNC(C1=CC(=CC=C1)C(F)(F)F)=O)=O (rel-N-(2-{[(3R,4R)-4-isobutoxy-1-(tetrahydro-2H-pyran-4-yl)pyrrolidin-3-yl]amino}-2-oxoethyl)-3-(trifluoromethyl)benzamide). Reaction SMILES: [CH3:1][C:2](=[CH2:33])[CH2:3][O:4][C@@H:5]1[CH2:9][N:8]([CH:10]2[CH2:15][CH2:14][O:13][CH2:12][CH2:11]2)[CH2:7][C@H:6]1[NH:16][C:17](=[O:32])[CH2:18][NH:19][C:20](=[O:31])[C:21]1[CH:26]=[CH:25][CH:24]=[C:23]([C:27]([F:30])([F:29])[F:28])[CH:22]=1>CO>[CH2:3]([O:4][C@@H:5]1[CH2:9][N:8]([CH:10]2[CH2:11][CH2:12][O:13][CH2:14][CH2:15]2)[CH2:7][C@H:6]1[NH:16][C:17](=[O:32])[CH2:18][NH:19][C:20](=[O:31])[C:21]1[CH:26]=[CH:25][CH:24]=[C:23]([C:27]([F:28])([F:29])[F:30])[CH:22]=1)[CH:2]([CH3:33])[CH3:1]. Procedure: To a solution of rel-N-(2-{[(3R,4R)-4-[(2-methylprop-2-en-1-yl)oxy]-1-(tetrahydro-2H-pyran-4-yl)pyrrolidin-3-yl]amino}-2-oxoethyl)-3-(trifluoromethyl)benzamide in methanol (400 μL) was added and Palladium (10%) on Carbon (50 mg) the was purged with hydrogen gas for two minutes; the reaction was then subjected to 1 atmosphere of hydrogen gas overnight. The flask was purged with Argon; the mixture was filtered, then purified by preparative HPLC to afford the title compound as a white solid. 1H-NMR... Reactants: C(C)(C)(C)N (t-butylamine), C(C=CC1=CC=CC=C1)=O (cinnamaldehyde), CC(CC)=O (butanone). The solvent is O (water). Run at time 8 hour. Yields the product C(C)(C)(C)N=CC=CC1=CC=CC=C1 (1-tert-butyl-4-phenyl-1-aza-1,3-butadiene). Yield: 96.0%. As a reaction SMILES: [C:1]([NH2:5])([CH3:4])([CH3:3])[CH3:2].[CH:6](=O)[CH:7]=[CH:8][C:9]1[CH:14]=[CH:13][CH:12]=[CH:11][CH:10]=1.CC(=O)CC>O>[C:1]([N:5]=[CH:6][CH:7]=[CH:8][C:9]1[CH:14]=[CH:13][CH:12]=[CH:11][CH:10]=1)([CH3:4])([CH3:3])[CH3:2]. Procedure: 20.3 grams of t-butylamine (0.28 mol) was metered over a period of 16 minutes to 33.0 grams of cinnamaldehyde (0.25 mol) during stirring and cooling. The mixture was left to stand overnight at room temperature. 150 ml of butanone was then added to the crude reaction mixture to enable the water formed during the reaction to be evaporated azeotropically. The mixture was evaporated on a rotary evaporator. The residue consisted of 45.6 grams of product having a purity of 98%. Yield 96%.